From a dataset of the Open Reaction Database (ORD), a public repository of structured organic reaction records. describe an organic reaction: reactants, conditions, products, and yield Reactants: Cl.C(C1=CC=CC=C1)OC1=C2CCCC(C2=CC=C1)C(=O)N(CC=1C=NNC1)C=1C=NC(=CC1)C(C)C (5-benzyloxy-N-(6-isopropylpyridin-3-yl)-N-[(pyrazol-4-yl)methyl]-1,2,3,4-tetrahydronaphthalene-1-carboxamide hydrochloride), BrCC1CCCCC1 ((bromomethyl)cyclohexane). The product is C(C1=CC=CC=C1)OC1=C2CCCC(C2=CC=C1)C(=O)N(C=1C=NC(=CC1)C(C)C)CC=1C=NN(C1)CC1CCCCC1 (5-benzyloxy-N-{[1-(cyclohexylmethyl)pyrazol-4-yl]methyl}-N-(6-isopropylpyridin-3-yl)-1,2,3,4-tetrahydronaphthalene-1-carboxamide). As a reaction SMILES: Cl.[CH2:2]([O:9][C:10]1[CH:19]=[CH:18][CH:17]=[C:16]2[C:11]=1[CH2:12][CH2:13][CH2:14][CH:15]2[C:20]([N:22]([C:29]1[CH:30]=[N:31][C:32]([CH:35]([CH3:37])[CH3:36])=[CH:33][CH:34]=1)[CH2:23][C:24]1[CH:25]=[N:26][NH:27][CH:28]=1)=[O:21])[C:3]1[CH:8]=[CH:7][CH:6]=[CH:5][CH:4]=1.Br[CH2:39][CH:40]1[CH2:45][CH2:44][CH2:43][CH2:42][CH2:41]1>>[CH2:2]([O:9][C:10]1[CH:19]=[CH:18][CH:17]=[C:16]2[C:11]=1[CH2:12][CH2:13][CH2:14][CH:15]2[C:20]([N:22]([CH2:23][C:24]1[CH:25]=[N:26][N:27]([CH2:39][CH:40]2[CH2:45][CH2:44][CH2:43][CH2:42][CH2:41]2)[CH:28]=1)[C:29]1[CH:30]=[N:31][C:32]([CH:35]([CH3:37])[CH3:36])=[CH:33][CH:34]=1)=[O:21])[C:3]1[CH:8]=[CH:7][CH:6]=[CH:5][CH:4]=1 |f:0.1|. Procedure: By the reaction and treatment in the same manner as in Example 83 using 5-benzyloxy-N-(6-isopropylpyridin-3-yl)-N-[(pyrazol-4-yl)methyl]-1,2,3,4-tetrahydronaphthalene-1-carboxamide hydrochloride (0.72 g) and (bromomethyl)cyclohexane (0.25 mL) as starting materials, 5-benzyloxy-N-{[1-(cyclohexylmethyl)pyrazol-4-yl]methyl}-N-(6-isopropylpyridin-3-yl)-1,2,3,4-tetrahydronaphthalene-1-carboxamide (0.86 g) was obtained. By the reaction and treatment of this compound in the same manner as in Example 13... Starting materials: N#Cc1ccc(-c2ccc(O)cc2)cc1, CCCCCCCCCCOC(=O)Cl, c1ccncc1, c1ccccc1. The product is CCCCCCCCCCOC(=O)Oc1ccc(-c2ccc(C#N)cc2)cc1. RXN SMILES: [C:1](#[N:2])[c:3]1[cH:4][cH:5][c:6](-[c:9]2[cH:10][cH:11][c:12]([OH:15])[cH:13][cH:14]2)[cH:7][cH:8]1.[CH2:22]([CH2:23][CH2:24][CH2:25][CH2:26][CH2:27][CH2:28][CH2:29][CH2:30][CH3:31])[O:32][C:33](=[O:34])[Cl:35].[cH:16]1[cH:17][cH:18][n:19][cH:20][cH:21]1.[cH:36]1[cH:37][cH:38][cH:39][cH:40][cH:41]1>>[C:1](#[N:2])[c:3]1[cH:4][cH:5][c:6](-[c:9]2[cH:10][cH:11][c:12]([O:15][C:33]([O:32][CH2:22][CH2:23][CH2:24][CH2:25][CH2:26][CH2:27][CH2:28][CH2:29][CH2:30][CH3:31])=[O:34])[cH:13][cH:14]2)[cH:7][cH:8]1.